Dataset: the Open Reaction Database (ORD), a public repository of structured organic reaction records. Task: describe an organic reaction: reactants, conditions, products, and yield The reactants are ClCCl, CC1(C)Cc2cccc(S(=O)(=O)N=C=O)c2O1, Cc1cc(C2CC2)nc(N)n1. The product is Cc1cc(C2CC2)nc(NC(=O)NS(=O)(=O)c2cccc3c2OC(C)(C)C3)n1. Reaction SMILES: [CH2:29]([Cl:30])[Cl:31].[CH3:12][C:13]1([CH3:28])[O:14][c:15]2[c:16]([cH:18][cH:19][cH:20][c:21]2[S:22](=[O:23])(=[O:24])[N:25]=[C:26]=[O:27])[CH2:17]1.[NH2:1][c:2]1[n:3][c:4]([CH3:11])[cH:5][c:6]([CH:8]2[CH2:9][CH2:10]2)[n:7]1>>[NH:1]([c:2]1[n:3][c:4]([CH3:11])[cH:5][c:6]([CH:8]2[CH2:9][CH2:10]2)[n:7]1)[C:26]([NH:25][S:22]([c:21]1[c:15]2[c:16]([cH:18][cH:19][cH:20]1)[CH2:17][C:13]([CH3:12])([CH3:28])[O:14]2)(=[O:23])=[O:24])=[O:27]. Yield: 61.0%. Yields the product Cl.OC1=C2C=C(C(=CC2=CC=C1)C(=O)OCC)OCCN1CCCCC1 (ethyl 5-hydroxy-3-(2-piperidinoethoxy)-2-naphthoatehydrochloride). Procedure: A solution of 8.8 g (0.019 mole) of ethyl 5-benzyloxy-3-(2-piperidinoethoxy)-2-naphthoate hydrochloride in 240 cc ethanol was treated with 1.0 g of 10 percent palladium on carbon and hydrogenated at room temperature. The reaction mixture was filtered and the solvent removed in vacuo. The residue, weighing 7.5 g on recrystallization from acetonitrile furnished ethyl 5-hydroxy-3-(2-piperidinoethoxy)-2-naphthoatehydrochloride, m.p. 153°-6° C. in 61 percent yield (4.4 g). Solvent: C(C)O (ethanol). As a reaction SMILES: [ClH:1].C([O:9][C:10]1[CH:19]=[CH:18][CH:17]=[C:16]2[C:11]=1[CH:12]=[C:13]([O:25][CH2:26][CH2:27][N:28]1[CH2:33][CH2:32][CH2:31][CH2:30][CH2:29]1)[C:14]([C:20]([O:22][CH2:23][CH3:24])=[O:21])=[CH:15]2)C1C=CC=CC=1>C(O)C.[Pd]>[ClH:1].[OH:9][C:10]1[CH:19]=[CH:18][CH:17]=[C:16]2[C:11]=1[CH:12]=[C:13]([O:25][CH2:26][CH2:27][N:28]1[CH2:33][CH2:32][CH2:31][CH2:30][CH2:29]1)[C:14]([C:20]([O:22][CH2:23][CH3:24])=[O:21])=[CH:15]2 |f:0.1,4.5|. The reactants are Cl.C(C1=CC=CC=C1)OC1=C2C=C(C(=CC2=CC=C1)C(=O)OCC)OCCN1CCCCC1 (ethyl 5-benzyloxy-3-(2-piperidinoethoxy)-2-naphthoate hydrochloride). The reagents and catalysts are [Pd] (palladium on carbon). Reactants: CC1CCCC(C)N1CCN, COC(=O)CN1CC(c2ccccc2)CC1=O. The product is CC1CCCC(C)N1CCNC(=O)CN1CC(c2ccccc2)CC1=O. RXN SMILES: [CH3:18][CH:19]1[N:20]([CH2:26][CH2:27][NH2:28])[CH:21]([CH3:25])[CH2:22][CH2:23][CH2:24]1.[O:1]=[C:2]1[N:3]([CH2:13][C:14]([O:16][CH3:15])=[O:17])[CH2:4][CH:5]([c:7]2[cH:8][cH:9][cH:10][cH:11][cH:12]2)[CH2:6]1>>[O:1]=[C:2]1[N:3]([CH2:13][C:14](=[O:16])[NH:28][CH2:27][CH2:26][N:20]2[CH:19]([CH3:18])[CH2:24][CH2:23][CH2:22][CH:21]2[CH3:25])[CH2:4][CH:5]([c:7]2[cH:8][cH:9][cH:10][cH:11][cH:12]2)[CH2:6]1. The reactants are O[C@H]1C[C@H]2CC[C@H]3[C@@H]4CC[C@@H]([C@@]4(C)C[C@H]([C@@H]3[C@]2(CC1)C)NC(=O)OCC(Cl)(Cl)Cl)C(=O)O (3α-Hydroxy-11α-(2,2,2-trichloroethoxycarbonylamino)-5β-androstane-17β-carboxylic acid), C(C)(=O)O (acetic acid). The reagents and catalysts are [Zn] (zinc). The product is N[C@H]1[C@@H]2[C@]3(CC[C@H](C[C@@H]3CC[C@H]2[C@@H]2CC[C@@H]([C@@]2(C)C1)C(=O)OC)O)C (Methyl 11α-amino-3α-hydroxy-5α-androstane-17β-carboxylate). Reaction SMILES: [OH:1][C@@H:2]1[CH2:19][CH2:18][C@@:17]2([CH3:20])[C@H:4]([CH2:5][CH2:6][C@@H:7]3[C@@H:16]2[C@H:15]([NH:21]C(OCC(Cl)(Cl)Cl)=O)[CH2:14][C@@:12]2([CH3:13])[C@H:8]3[CH2:9][CH2:10][C@@H:11]2[C:30]([OH:32])=[O:31])[CH2:3]1.[C:33](O)(=O)C>[Zn]>[NH2:21][C@@H:15]1[CH2:14][C@@:12]2([CH3:13])[C@@H:8]([CH2:9][CH2:10][C@@H:11]2[C:30]([O:32][CH3:33])=[O:31])[C@H:7]2[C@H:16]1[C@:17]1([CH3:20])[C@@H:4]([CH2:5][CH2:6]2)[CH2:3][C@H:2]([OH:1])[CH2:19][CH2:18]1. Procedure: A solution of the product of Preparation 3 (2.4 g) in glacial acetic acid (25 ml) was stirred with zinc (2.5 g) for 4 hours. The zinc was removed by filtration and washed with water (50 ml) and ether (50 ml). The filtrate and washings were brought to pH 10 with 0.88 NH3 solution and extracted with ester (×4). The extract was washed with water, dried and evaporated to leave a solid (1.65 g). A portion was crystallised from ether to give the title compound, m.p. 113°-116°, [α]D +38° Yield: 81.8%. Procedure details: Ethyl 3-[3-tert-butyl-4-(2-{4-[(methylsulfonyl)oxy]phenyl}ethoxy)phenyl]-2-ethoxypropanoate (0.025 g; 0.050 mmole) was dissolved in THF and water (2:1), 0.1 M lithium hydroxide (2 ml) was added and the reaction mixture was stirred over night. Water was added and the THF evaporated. The remaining water was acidified with diluted hydrochloric acid and extracted with ethyl acetate. The organic phase was dried with magnesium sulfate. Evaporation gave 0.019 g (80% yield) of the product. Yields the product C(C)(C)(C)C=1C=C(C=CC1OCCC1=CC=C(C=C1)OS(=O)(=O)C)CC(C(=O)O)OCC (3-[3-tert-Butyl-4-(2-{4-[(methylsulfonyl)oxy]phenyl}ethoxy)phenyl]-2-ethoxypropanoic acid). The reactants are C(C)(C)(C)C=1C=C(C=CC1OCCC1=CC=C(C=C1)OS(=O)(=O)C)CC(C(=O)OCC)OCC (Ethyl 3-[3-tert-butyl-4-(2-{4-[(methylsulfonyl)oxy]phenyl}ethoxy)phenyl]-2-ethoxypropanoate), [OH-].[Li+] (lithium hydroxide). As a reaction SMILES: [C:1]([C:5]1[CH:6]=[C:7]([CH2:25][CH:26]([O:32][CH2:33][CH3:34])[C:27]([O:29]CC)=[O:28])[CH:8]=[CH:9][C:10]=1[O:11][CH2:12][CH2:13][C:14]1[CH:19]=[CH:18][C:17]([O:20][S:21]([CH3:24])(=[O:23])=[O:22])=[CH:16][CH:15]=1)([CH3:4])([CH3:3])[CH3:2].[OH-].[Li+]>C1COCC1.O>[C:1]([C:5]1[CH:6]=[C:7]([CH2:25][CH:26]([O:32][CH2:33][CH3:34])[C:27]([OH:29])=[O:28])[CH:8]=[CH:9][C:10]=1[O:11][CH2:12][CH2:13][C:14]1[CH:19]=[CH:18][C:17]([O:20][S:21]([CH3:24])(=[O:22])=[O:23])=[CH:16][CH:15]=1)([CH3:4])([CH3:2])[CH3:3] |f:1.2|. Solvent: C1CCOC1 (THF), O (water), O (Water). The reactants are Br, O=C(O)C(=O)O, COc1cccc(C23CCCC(C2)NC3)c1. The product is Br, Oc1cccc(C23CCCC(C2)NC3)c1. RXN SMILES: [BrH:23].[C:1]([OH:2])(=[O:3])[C:4]([OH:5])=[O:6].[CH3:7][O:8][c:9]1[cH:10][c:11]([C:15]23[CH2:16][CH2:17][CH2:18][CH:19]([NH:20][CH2:21]2)[CH2:22]3)[cH:12][cH:13][cH:14]1>>[BrH:23].[OH:8][c:9]1[cH:10][c:11]([C:15]23[CH2:16][CH2:17][CH2:18][CH:19]([NH:20][CH2:21]2)[CH2:22]3)[cH:12][cH:13][cH:14]1. Reactants: C1(CCCCC1)N=C=NC1CCCCC1 (dicyclohexylcarbodiimide), C[C@@H]1C[C@H]2[C@H](O2)/C=C\C=C\C(=O)CC3=C(C(=CC(=C3Cl)O)O)C(=O)O1 (radicicol), C[Si](CCOCOCCCCCCCCCCCCCCCC(=O)O)(C)C (16-[(2-trimethylsilylethoxy)methoxy]hexadecanoic acid). The solvent is O1CCCC1 (tetrahydrofuran). The product is CN(C)C1=NC=CC=C1 (dimethylaminopyridine), title compound. As a reaction SMILES: [CH3:1][C@H]1OC(=O)C2C(O)=CC(O)=C(Cl)C=2CC(=O)C=CC=C[C@H]2O[C@H]2C1.C[Si](C)(C)CCOCOCCCCCCCCCCCCCCCC(O)=O.[CH:53]1([N:59]=[C:60]=[N:61][CH:62]2[CH2:67][CH2:66][CH2:65]CC2)CCCCC1>O1CCCC1>[CH3:1][N:59]([C:60]1[CH:65]=[CH:66][CH:67]=[CH:62][N:61]=1)[CH3:53]. Reported procedure: Following a procedure similar to that described in Example 12, but using 121 mg of radicicol, 470 mg of 16-[(2-trimethylsilylethoxy)methoxy]hexadecanoic acid, 7 ml of dry tetrahydrofuran, 240 mg of dicyclohexylcarbodiimide and a catalytic amount of dimethylaminopyridine, 481 mg of the title compound were obtained. Yields the product COc1ccccc1C1OC2(CCN(Cc3ccccc3)CC2)N2CCCCC12. Reactants: O=C1CCN(Cc2ccccc2)CC1, COc1ccccc1C(O)C1CCCCN1. As a reaction SMILES: [CH2:17]([c:18]1[cH:19][cH:20][cH:21][cH:22][cH:23]1)[N:24]1[CH2:25][CH2:26][C:27](=[O:30])[CH2:28][CH2:29]1.[CH3:1][O:2][c:3]1[c:4]([CH:9]([OH:10])[CH:11]2[NH:12][CH2:13][CH2:14][CH2:15][CH2:16]2)[cH:5][cH:6][cH:7][cH:8]1>>[CH3:1][O:2][c:3]1[c:4]([CH:9]2[O:10][C:27]3([N:12]4[CH:11]2[CH2:16][CH2:15][CH2:14][CH2:13]4)[CH2:26][CH2:25][N:24]([CH2:17][c:18]2[cH:19][cH:20][cH:21][cH:22][cH:23]2)[CH2:29][CH2:28]3)[cH:5][cH:6][cH:7][cH:8]1. Starting materials: O=S(Cl)Cl (SOCl2), CS(=O)(=O)C1=CC=C(C=C1)CC(=O)O ((4-methanesulfonylphenyl)acetic acid), CCO (EtOH). Run at temperature 20 celsius. The product is C(C)OC(CC1=CC=C(C=C1)S(=O)(=O)C)=O (Ethyl(4-methanesulfonylphenyl)acetate). As a reaction SMILES: O=S(Cl)Cl.[CH3:5][S:6]([C:9]1[CH:14]=[CH:13][C:12]([CH2:15][C:16]([OH:18])=[O:17])=[CH:11][CH:10]=1)(=[O:8])=[O:7].[CH3:19][CH2:20]O>>[CH2:19]([O:17][C:16](=[O:18])[CH2:15][C:12]1[CH:11]=[CH:10][C:9]([S:6]([CH3:5])(=[O:7])=[O:8])=[CH:14][CH:13]=1)[CH3:20]. Procedure: SOCl2 (8.2 mL, 112.0 mmol) was added to a stirred suspension of (4-methanesulfonylphenyl)acetic acid (20.00 g, 93.3 mmol) in EtOH (80 mL) at −10° C. The mixture was allowed to warm up to 20° C. over 16 h, then the solvents were removed under reduced pressure. The remainder was dissolved in EtOAc, then the resulting solution was washed with H2O until the pH of the aqueous phase was neutral. The EtOAc solution was washed further with saturated aqueous Na2CO3, before being dried (MgSO4). Filtration... Reactants: OC1=C(C=CC(=C1)OC)C(CC)=O (1-(2-hydroxy-4-methoxyphenyl)propan-1-one), C([O-])([O-])=O.[K+].[K+] (potassium carbonate), BrCCOC (1-Bromo-2-methoxyethane). Solvent: CN(C)C=O (DMF). Run at time 10 minute. The product is COC1=CC(=C(C=C1)C(CC)=O)OCCOC (1-[4-Methoxy-2-(2-methoxy-ethoxy)-phenyl]-propan-1-one). Reaction SMILES: [OH:1][C:2]1[CH:7]=[C:6]([O:8][CH3:9])[CH:5]=[CH:4][C:3]=1[C:10](=[O:13])[CH2:11][CH3:12].C(=O)([O-])[O-].[K+].[K+].Br[CH2:21][CH2:22][O:23][CH3:24]>CN(C=O)C>[CH3:9][O:8][C:6]1[CH:5]=[CH:4][C:3]([C:10](=[O:13])[CH2:11][CH3:12])=[C:2]([O:1][CH2:21][CH2:22][O:23][CH3:24])[CH:7]=1 |f:1.2.3|. Reported procedure: A solution of 1-(2-hydroxy-4-methoxyphenyl)propan-1-one (1 g, 5.55 mmol) in DMF (50 ml) is treated with potassium carbonate (0.920 g, 6.66 mmol) and stirred at RT for approximately 10 mins. 1-Bromo-2-methoxyethane (0.771 g, 5.55 mmol) is added and the mixture is stirred at RT overnight. The solvent is removed in vacuo and the residue is partitioned between in EtOAc/H2O. The organic phase is separated and washed with sat Na2CO3, 1M HCl, brine, dried (MgSO4) and concentrated in vacuo to afford a d...